This data is from the Open Reaction Database (ORD), a public repository of structured organic reaction records. The task is: describe an organic reaction: reactants, conditions, products, and yield Procedure details: With a similar procedure as described in the example 11 the following compounds were prepared: (S)-3-acetyloxy-2-(3-phenylpropylamino)propanamide hydrochloride (CHF 3023.01; compound n. 45); (S)-3-acetyloxy-2-(2-indanylamino)propanamide hydrochloride (CHF 3519.01; compound n. 74); [α]589 (c=1, methanol)=+29.8 (S)-3-benzoyloxy-2-(2-indanylamino)propanamide hydrochloride (CHF 3548.01; compound n. 78) As a reaction SMILES: [ClH:1].C(OC[C@H](NCCCC1C=CC=CC=1)C(N)=O)(=O)C.Cl.C(OC[C@H](NC1CC2C(=CC=CC=2)C1)C(N)=O)(=O)C.Cl.[C:42]([O:50][CH2:51][C@H:52]([NH:56][CH:57]1[CH2:65][C:64]2[C:59](=[CH:60][CH:61]=[CH:62][CH:63]=2)[CH2:58]1)[C:53]([NH2:55])=[O:54])(=[O:49])[C:43]1[CH:48]=CC=C[CH:44]=1>CO>[ClH:1].[CH2:58]1[C:59]2[C:64](=[CH:63][CH:62]=[CH:61][CH:60]=2)[CH2:65][CH:57]1[NH:56][C@@H:52]([CH2:51][O:50][C:42](=[O:49])[CH:43]([CH3:44])[CH3:48])[C:53]([NH2:55])=[O:54] |f:0.1,2.3,4.5,7.8|. Product: Cl.C1C(CC2=CC=CC=C12)N[C@H](C(=O)N)COC(C(C)C)=O ((S)-2-(2-indanylamino)-3-(2-methylpropanoyloxy) propanamide hydrochloride). Reactants: Cl.C(C)(=O)OC[C@@H](C(=O)N)NCCCC1=CC=CC=C1 ((S)-3-acetyloxy-2-(3-phenylpropylamino)propanamide hydrochloride), compound n, Cl.C(C1=CC=CC=C1)(=O)OC[C@@H](C(=O)N)NC1CC2=CC=CC=C2C1 ((S)-3-benzoyloxy-2-(2-indanylamino)propanamide hydrochloride), compound n, Cl.C(C)(=O)OC[C@@H](C(=O)N)NC1CC2=CC=CC=C2C1 ((S)-3-acetyloxy-2-(2-indanylamino)propanamide hydrochloride). The solvent is CO (methanol). Reactants: C(\C=C\C(=O)O)(=O)OC (methyl hydrogen fumarate), C(O)([O-])=O.[Cs+] (cesium hydrogen carbonate), C(C1=CC=CC=C1)(=O)OC(C(C)C)Cl (chloroisobutyl benzoate). Product: C(\C=C\C(=O)OC(C(C)C)OC(=O)C1=CC=CC=C1)(=O)OC (Methyl 2-methyl-1-phenylcarbonyloxypropyl (2E)but-2-ene-1,4-dioate). Isolated yield 15.4%. As a reaction SMILES: [C:1]([O:8][CH3:9])(=[O:7])/[CH:2]=[CH:3]/[C:4]([OH:6])=[O:5].C(=O)([O-])O.[Cs+].[C:15]([O:23][CH:24](Cl)[CH:25]([CH3:27])[CH3:26])(=[O:22])[C:16]1[CH:21]=[CH:20][CH:19]=[CH:18][CH:17]=1>>[C:1]([O:8][CH3:9])(=[O:7])/[CH:2]=[CH:3]/[C:4]([O:6][CH:24]([O:23][C:15]([C:16]1[CH:21]=[CH:20][CH:19]=[CH:18][CH:17]=1)=[O:22])[CH:25]([CH3:27])[CH3:26])=[O:5] |f:1.2|. Procedure: Following general procedure A, methyl hydrogen fumarate (0.50 g, 3.82 mmol) was reacted with CsHCO3 (5.76 mmol) and chloroisobutyl benzoate (1.1 g, 5.17 mmol) at ca. 55° C. to afford 0.18 g (15% yield) of the title compound (46) after purification by silica gel flash chromatography (Biotage) using a mixture of ethyl acetate (EtOAc) and hexanes (1:7). 1H NMR (CDCl3, 400 MHz): δ 8.04-8.01 (m, 2H), 7.58-7.55 (m, 1H), 7.45-7.41 (m, 2H) 6.98 (d, J=4.8 Hz, 1H), 6.90 (d, J=16.0 Hz, 1H), 6.84 (d, J=16.0... The reactants are Cc1ccc(N)c(Br)c1, CC1CCCO1, O=C(O)C1CNc2cc(OC(F)(F)F)ccc2O1, c1ccncc1. Yields the product Cc1ccc(NC(=O)C2CNc3cc(OC(F)(F)F)ccc3O2)c(Br)c1. RXN SMILES: [Br:19][c:20]1[c:21]([NH2:22])[cH:23][cH:24][c:25]([CH3:27])[cH:26]1.[CH3:34][CH:35]1[CH2:36][CH2:37][CH2:38][O:39]1.[F:1][C:2]([O:3][c:4]1[cH:5][cH:6][c:7]2[c:8]([cH:16]1)[NH:9][CH2:10][CH:11]([C:13](=[O:14])[OH:15])[O:12]2)([F:17])[F:18].[cH:28]1[cH:29][cH:30][n:31][cH:32][cH:33]1>>[F:1][C:2]([O:3][c:4]1[cH:5][cH:6][c:7]2[c:8]([cH:16]1)[NH:9][CH2:10][CH:11]([C:13](=[O:15])[NH:22][c:21]1[c:20]([Br:19])[cH:26][c:25]([CH3:27])[cH:24][cH:23]1)[O:12]2)([F:17])[F:18]. Starting materials: C(C1=CN=CC=C1)=O (Nicotinaldehyde), [Br-].C(C1=CC=CC=C1)(C1=CC=CC=C1)OC(=O)C1=C(CS[C@H]2N1C(C2NC(CC2=CC=CC=C2)=O)=O)C[P+](C2=CC=CC=C2)(C2=CC=CC=C2)C2=CC=CC=C2 ([4-benzhydryloxycarbonyl-7-(2-phenylacetamido)-3-cephem-3-ylmethyl]triphenylphosphonium bromide), C([O-])([O-])=O.[K+].[K+] (potassium carbonate), C([O-])([O-])=O.[Na+].[Na+] (sodium carbonate). Solvent: O1CCCC1 (tetrahydrofuran), O (water), O (water), C(C)(=O)OCC (Ethyl acetate). Run at time 2 hour. Product: C1(=CC=CC=C1)CC(=O)NC1[C@@H]2N(C(=C(CS2)C=CC=2C=NC=CC2)C(=O)OC(C2=CC=CC=C2)C2=CC=CC=C2)C1=O (benzhydryl 7-(2-phenylacetamido)-3-[2-(3-pyridyl)vinyl]-3-cephem-4-carboxylate). Isolated yield 48.5%. Reaction SMILES: [CH:1](=O)[C:2]1[CH:7]=[CH:6][CH:5]=[N:4][CH:3]=1.[Br-].[CH:10]([O:23][C:24]([C:26]1[N:31]2[C:32](=[O:44])[CH:33]([NH:34][C:35](=[O:43])[CH2:36][C:37]3[CH:42]=[CH:41][CH:40]=[CH:39][CH:38]=3)[C@H:30]2[S:29][CH2:28][C:27]=1[CH2:45][P+](C1C=CC=CC=1)(C1C=CC=CC=1)C1C=CC=CC=1)=[O:25])([C:17]1[CH:22]=[CH:21][CH:20]=[CH:19][CH:18]=1)[C:11]1[CH:16]=[CH:15][CH:14]=[CH:13][CH:12]=1.C(=O)([O-])[O-].[Na+].[Na+].C(=O)([O-])[O-].[K+].[K+]>O1CCCC1.O.C(OCC)(=O)C>[C:37]1([CH2:36][C:35]([NH:34][CH:33]2[C:32](=[O:44])[N:31]3[C:26]([C:24]([O:23][CH:10]([C:11]4[CH:12]=[CH:13][CH:14]=[CH:15][CH:16]=4)[C:17]4[CH:18]=[CH:19][CH:20]=[CH:21][CH:22]=4)=[O:25])=[C:27]([CH:45]=[CH:1][C:2]4[CH:3]=[N:4][CH:5]=[CH:6][CH:7]=4)[CH2:28][S:29][C@H:30]23)=[O:43])[CH:42]=[CH:41][CH:40]=[CH:39][CH:38]=1 |f:1.2,3.4.5,6.7.8|. Reported procedure: Nicotinaldehyde (32.1 g) was added to a solution of [4-benzhydryloxycarbonyl-7-(2-phenylacetamido)-3-cephem-3-ylmethyl]triphenylphosphonium bromide (84.0 g) in a mixture of tetrahydrofuran (800 ml) and water (400 ml) and the solution was adjusted to pH 9.0 with 20% aqueous sodium carbonate. The solution was stirred at ambient temperature for 2 hours under keeping the pH 8.8 to 9.2 with 20% aqueous potassium carbonate. Ethyl acetate (800 ml) and water (800 ml) were added to the resulting solution... The reactants are ClC(Cl)Cl, O=[Mn]=O, OCc1cc2oc3c(n2n1)CCOC3. The product is O=Cc1cc2oc3c(n2n1)CCOC3. RXN SMILES: [Cl:15][CH:16]([Cl:17])[Cl:18].[O:19]=[Mn:20]=[O:21].[n:1]1[c:2]([CH2:13][OH:14])[cH:3][c:4]2[o:5][c:6]3[c:7]([n:8]12)[CH2:9][CH2:10][O:11][CH2:12]3>>[n:1]1[c:2]([CH:13]=[O:14])[cH:3][c:4]2[o:5][c:6]3[c:7]([n:8]12)[CH2:9][CH2:10][O:11][CH2:12]3. The reactants are CNC (dimethylamine), ClCCC1OC2=C(C(N(C1)C)=O)C=CC=C2 (2-(2-chloroethyl)-2,3-dihydro-4-methyl-1,4-benzoxazepin-5(4H)one), steel. The solvent is C(C)O (ethanol). Reaction conditions: temperature 100 celsius. Yields the product Cl.CN(CCC1OC2=C(C(N(C1)C)=O)C=CC=C2)C (2-[2-(Dimethylamino)ethyl]-2,3-dihydro-4-methyl-1,4-benzoxazepin-5(4H)-one hydrochloride). Reaction SMILES: [CH3:1][NH:2][CH3:3].[Cl:4][CH2:5][CH2:6][CH:7]1[CH2:13][N:12]([CH3:14])[C:11](=[O:15])[C:10]2[CH:16]=[CH:17][CH:18]=[CH:19][C:9]=2[O:8]1>C(O)C>[ClH:4].[CH3:1][N:2]([CH3:3])[CH2:5][CH2:6][CH:7]1[CH2:13][N:12]([CH3:14])[C:11](=[O:15])[C:10]2[CH:16]=[CH:17][CH:18]=[CH:19][C:9]=2[O:8]1 |f:3.4|. Procedure details: A solution of 9 g (0.2 mole) of dimethylamine in 250 ml of ethanol was added to 24 g (0.1 mole) of 2-(2-chloroethyl)-2,3-dihydro-4-methyl-1,4-benzoxazepin-5(4H)one in a steel bomb. The mixture was heated at 100° C. for 18 hrs. The solution was concentrated in vacuo and the residue partitioned between ethyl acetate and dilute sodium hydroxide. The ethyl acetate layer was concentrated and the residue comprised substantially of the free base of the title compound was dissolved in methyl isobutyl ke... The reactants are COC=1C=CC=C(C1C=2C=CC=CC2P(C3CCCCC3)C4CCCCC4)OC (SPhos), ClC=1C=CC2=C(N=C(O2)C)C1 (5-chloro-2-methylbenzoxazole), vinyl MIDA boronate. The reagents and catalysts are CC(=O)[O-].CC(=O)[O-].[Pd+2] (Pd(OAc)2). Conditions: temperature 100 celsius. Product: O1C=NC2=C1C=CC=C2 (Benzoxazole), liquid. Isolated yield 96.0%. Reaction SMILES: Cl[C:2]1[CH:3]=[CH:4][C:5]2[O:9][C:8](C)=[N:7][C:6]=2[CH:11]=1.COC1C=CC=C(OC)C=1C1C=CC=CC=1P(C1CCCCC1)C1CCCCC1>CC([O-])=O.CC([O-])=O.[Pd+2]>[O:9]1[C:5]2[CH:4]=[CH:3][CH:2]=[CH:11][C:6]=2[N:7]=[CH:8]1 |f:2.3.4|. Procedure details: To form 5-vinyl-2-methylbenzoxazole (4aa), the general procedure was followed using 5-chloro-2-methylbenzoxazole (3d) (167 mg, 1.01 mmol), vinyl MIDA boronate (2g) (218 mg, 1.19 mmol), SPhos (42 mg, 0.10 mmol) and Pd(OAc)2 (11 mg, 0.050 mmol). The reaction time and temperature were modified so that the reaction mixture was heated to 100° C. for 2 h. Benzoxazole 4aa was isolated as a pale golden liquid (152 mg, 96%). TLC (hexanes:EtOAc 3:1) Rf=0.46, visualized by UV (254 nm). Starting materials: C(N)(=O)C=1C(=C(N2C1CN(CC2)C(=O)OC(C)(C)C)Cl)C2=CC=CC=C2 (tert-butyl 8-carbamoyl-6-chloro-7-phenyl-3,4-dihydropyrrolo[1,2-a]pyrazine-2(1H)-carboxylate), Cl[Si](C)(C)C (chlorotrimethylsilane). The solvent is ClCCl (dichloromethane), CO (methanol). Reaction conditions: time 16 hour. The product is Cl.ClC1=C(C(=C2N1CCNC2)C(=O)N)C2=CC=CC=C2 (6-chloro-7-phenyl-1,2,3,4-tetrahydropyrrolo[1,2-a]pyrazine-8-carboxamide hydrochloride). Isolated yield 196.6%. RXN SMILES: [C:1]([C:4]1[C:5]([C:21]2[CH:26]=[CH:25][CH:24]=[CH:23][CH:22]=2)=[C:6]([Cl:20])[N:7]2[CH2:12][CH2:11][N:10](C(OC(C)(C)C)=O)[CH2:9][C:8]=12)(=[O:3])[NH2:2].Cl[Si](C)(C)C>ClCCl.CO>[ClH:20].[Cl:20][C:6]1[N:7]2[CH2:12][CH2:11][NH:10][CH2:9][C:8]2=[C:4]([C:1]([NH2:2])=[O:3])[C:5]=1[C:21]1[CH:22]=[CH:23][CH:24]=[CH:25][CH:26]=1 |f:4.5|. Procedure details: To a solution cooled to about 0° C. of 5.99 g (15.9 mmol) of tert-butyl 8-carbamoyl-6-chloro-7-phenyl-3,4-dihydropyrrolo[1,2-a]pyrazine-2(1H)-carboxylate in 50 ml of dichloromethane and 200 ml of methanol are added portionwise 12.6 g (116 mmol) of chlorotrimethylsilane. The mixture is stirred for 16 hours at room temperature and the reaction medium is then concentrated under reduced pressure and co-evaporated twice with ethyl acetate. The residue is crystallized from ethyl acetate to give 4.88 g... The solvent is C(C)(=O)OCC (ethyl acetate). Procedure: The diastereomer mixture (5a) was resolved by means of silica gel column chromatography using ethyl acetate as an eluent. As a result, (S)-(-)-3-(1-methyl-2-pyrrolidinyl)-2-pyridyl 2,3,4,6-tetra-O-acetyl-β-D-glucopyranoside (6a) and (R)-(+)-3-(1-methyl-2-pyrrolidinyl)-2-pyridyl 2,3,4,6-tetra-O-acetyl-β-D-glucopyranoside (7a) were obtained in white-solid form and in yields of 1.8 g and 1.7 g, respectively. Further, (S)-(-)-3-(1-methyl-2-pyrrolidinyl)-2-pyridyl 2,3,4,6-tetra-O-acetyl-β-D-glucopyra... The product is C(C)(=O)O[C@H]1[C@H](OC2=NC=CC=C2[C@H]2N(CCC2)C)O[C@@H]([C@H]([C@@H]1OC(C)=O)OC(C)=O)COC(C)=O ((S)-(-)-3-(1-methyl-2-pyrrolidinyl)-2-pyridyl 2,3,4,6-tetra-O-acetyl-β-D-glucopyranoside), C(C)(=O)O[C@H]1[C@H](OC2=NC=CC=C2[C@@H]2N(CCC2)C)O[C@@H]([C@H]([C@@H]1OC(C)=O)OC(C)=O)COC(C)=O ((R)-(+)-3-(1-methyl-2-pyrrolidinyl)-2-pyridyl 2,3,4,6-tetra-O-acetyl-β-D-glucopyranoside). As a reaction SMILES: [C:1]([O:4][C@@H:5]1[C@@H:23]([O:24][C:25](=[O:27])[CH3:26])[C@H:22]([O:28][C:29](=[O:31])[CH3:30])[C@@H:21]([CH2:32][O:33][C:34](=[O:36])[CH3:35])[O:20][C@H:6]1[O:7][C:8]1[C:13]([CH:14]2[CH2:18][CH2:17][CH2:16][N:15]2[CH3:19])=[CH:12][CH:11]=[CH:10][N:9]=1)(=[O:3])[CH3:2]>C(OCC)(=O)C>[C:1]([O:4][C@@H:5]1[C@@H:23]([O:24][C:25](=[O:27])[CH3:26])[C@H:22]([O:28][C:29](=[O:31])[CH3:30])[C@@H:21]([CH2:32][O:33][C:34](=[O:36])[CH3:35])[O:20][C@H:6]1[O:7][C:8]1[C:13]([C@@H:14]2[CH2:18][CH2:17][CH2:16][N:15]2[CH3:19])=[CH:12][CH:11]=[CH:10][N:9]=1)(=[O:3])[CH3:2].[C:1]([O:4][C@@H:5]1[C@@H:23]([O:24][C:25](=[O:27])[CH3:26])[C@H:22]([O:28][C:29](=[O:31])[CH3:30])[C@@H:21]([CH2:32][O:33][C:34](=[O:36])[CH3:35])[O:20][C@H:6]1[O:7][C:8]1[C:13]([C@H:14]2[CH2:18][CH2:17][CH2:16][N:15]2[CH3:19])=[CH:12][CH:11]=[CH:10][N:9]=1)(=[O:3])[CH3:2]. Reactants: C(C)(=O)O[C@H]1[C@H](OC2=NC=CC=C2C2N(CCC2)C)O[C@@H]([C@H]([C@@H]1OC(C)=O)OC(C)=O)COC(C)=O ((±)-3-(1-methyl-2-pyrrolidinyl)-2-pyridyl 2,3,4,6-tetra-O-acetyl-β-D-glucopyranoside). Starting materials: C=CCN(C(=O)[O-])C1CCN(Cc2cccc3ncnc(Nc4cccc(OC)c4)c23)CC1C(=O)NC, C1CCOC1, c1ccc(P(c2ccccc2)(c2ccccc2)[Pd](P(c2ccccc2)(c2ccccc2)c2ccccc2)(P(c2ccccc2)(c2ccccc2)c2ccccc2)P(c2ccccc2)(c2ccccc2)c2ccccc2)cc1. Yields the product CNC(=O)C1CN(Cc2cccc3ncnc(Nc4cccc(OC)c4)c23)CCC1N. RXN SMILES: [CH2:1]([N:4]([C:2](=[O:3])[O-:5])[CH:8]1[CH:9]([C:34]([NH:35][CH3:36])=[O:37])[CH2:10][N:11]([CH2:14][c:15]2[c:16]3[c:17]([NH:25][c:26]4[cH:27][c:28]([O:32][CH3:33])[cH:29][cH:30][cH:31]4)[n:18][cH:19][n:20][c:21]3[cH:22][cH:23][cH:24]2)[CH2:12][CH2:13]1)[CH:6]=[CH2:7].[CH2:38]1[O:39][CH2:40][CH2:41][CH2:42]1.[cH:43]1[cH:44][cH:45][c:46]([P:47]([Pd:48]([P:49]([c:50]2[cH:51][cH:52][cH:53][cH:54][cH:55]2)([c:56]2[cH:57][cH:58][cH:59][cH:60][cH:61]2)[c:62]2[cH:63][cH:64][cH:65][cH:66][cH:67]2)([P:68]([c:69]2[cH:70][cH:71][cH:72][cH:73][cH:74]2)([c:75]2[cH:76][cH:77][cH:78][cH:79][cH:80]2)[c:81]2[cH:82][cH:83][cH:84][cH:85][cH:86]2)[P:87]([c:88]2[cH:89][cH:90][cH:91][cH:92][cH:93]2)([c:94]2[cH:95][cH:96][cH:97][cH:98][cH:99]2)[c:100]2[cH:101][cH:102][cH:103][cH:104][cH:105]2)([c:106]2[cH:107][cH:108][cH:109][cH:110][cH:111]2)[c:112]2[cH:113][cH:114][cH:115][cH:116][cH:117]2)[cH:118][cH:119]1>>[NH2:4][CH:8]1[CH:9]([C:34]([NH:35][CH3:36])=[O:37])[CH2:10][N:11]([CH2:14][c:15]2[c:16]3[c:17]([NH:25][c:26]4[cH:27][c:28]([O:32][CH3:33])[cH:29][cH:30][cH:31]4)[n:18][cH:19][n:20][c:21]3[cH:22][cH:23][cH:24]2)[CH2:12][CH2:13]1.